From a dataset of the Open Reaction Database (ORD), a public repository of structured organic reaction records. describe an organic reaction: reactants, conditions, products, and yield Reactants: CS(=O)(=O)Cl.CN1C(CCC1)=O (methanesulfonyl chloride N-methylpyrrolidone), C(C1=CC=CC=C1)=NO.CN1C(CCC1)=O (benzaldoxime N-methylpyrrolidone). Solvent: C(C1=CC=CC=C1)#N (benzonitrile). Product: C(C1=CC=CC=C1)=NO (benzaldoxime). RXN SMILES: CS(Cl)(=O)=O.CN1CCCC1=O.[CH:13](=[N:20][OH:21])[C:14]1[CH:19]=[CH:18][CH:17]=[CH:16][CH:15]=1.CN1CCCC1=O>C(#N)C1C=CC=CC=1>[CH:13](=[N:20][OH:21])[C:14]1[CH:19]=[CH:18][CH:17]=[CH:16][CH:15]=1 |f:0.1,2.3|. Procedure details: A 1.5 mol/L methanesulfonyl chloride/N-methylpyrrolidone solution was sent as a first fluid from the center at a ratio of supply pressure/back pressure of 0.10 MPa/0.03 MPa, a rotation speed of 1000 rpm, and a sending temperature of 25° C., and a 1.0 mol/L benzaldoxime/N-methylpyrrolidone solution was introduced as a second fluid into a space between the processing surfaces at 20 mL/min. The first fluid and the second fluid were mixed in a thin film fluid, and then a solution obtained after proc... Starting materials: N1CCCC1 (pyrrolidine), CC(CC)=O (2-butanone), [C-]#N.[K+] (potassium cyanide), CC(C#N)(C)N1CCCC1 (2-methyl-2-(1-pyrrolidinyl)propanenitrile). Run in O (water). Yields the product CC(C#N)(CC)N1CCCC1 (2-Methyl-2-(1-pyrrolidinyl)butanenitrile). The yield is 63.0%. As a reaction SMILES: N1CCC[CH2:2]1.CC(=O)CC.[C-]#N.[K+].[CH3:14][C:15]([N:19]1[CH2:23][CH2:22][CH2:21][CH2:20]1)([CH3:18])[C:16]#[N:17]>O>[CH3:14][C:15]([N:19]1[CH2:23][CH2:22][CH2:21][CH2:20]1)([CH2:18][CH3:2])[C:16]#[N:17] |f:2.3|. Procedure: The title compound (9.6 g, 63%) was prepared from pyrrolidine (8.35 ml, 0.1 mol), 2-butanone (8.96 g, 0.1 mol) and potassium cyanide (6.51 g, 0.1 mol) in water (50 ml) in a similar manner to that described in D4. 1H NMR (CDCl3) δ: 1.06 (3H, t, J=7.2 Hz), 1.45 (3H, s), 1.66-1.93 (6H, m), 2.70-2.75 (4H, m). Reactants: CC(C)(C)c1ccc([N+](=O)[O-])cc1C(=O)O, CI, [K+], [K+], O=C([O-])[O-], CN(C)C=O, O. The product is COC(=O)c1cc([N+](=O)[O-])ccc1C(C)(C)C. Reaction SMILES: [C:1]([CH3:2])([CH3:3])([CH3:4])[c:5]1[c:6]([C:7](=[O:8])[OH:9])[cH:10][c:11]([N+:14](=[O:15])[O-:16])[cH:12][cH:13]1.[CH3:23][I:24].[K+:17].[K+:18].[O-:19][C:20]([O-:21])=[O:22].[O:25]=[CH:26][N:27]([CH3:28])[CH3:29].[OH2:30]>>[C:1]([CH3:2])([CH3:3])([CH3:4])[c:5]1[c:6]([C:7](=[O:8])[O:9][CH3:20])[cH:10][c:11]([N+:14](=[O:15])[O-:16])[cH:12][cH:13]1. Starting materials: COC(C(C(C1=CC=C(C=C1)F)Cl)=O)=O (3-chloro-3-(4-fluoro-phenyl)-2-oxo-propionic acid methyl ester), NC(=S)N (thiourea). The product is COC(=O)C=1N=C(SC1C1=CC=C(C=C1)F)N (2-Amino-5-(4-fluoro-phenyl)-thiazole-4-carboxylic acid methyl ester). Reaction SMILES: [CH3:1][O:2][C:3](=[O:15])[C:4](=O)[CH:5](Cl)[C:6]1[CH:11]=[CH:10][C:9]([F:12])=[CH:8][CH:7]=1.[NH2:16][C:17]([NH2:19])=[S:18]>>[CH3:1][O:2][C:3]([C:4]1[N:16]=[C:17]([NH2:19])[S:18][C:5]=1[C:6]1[CH:11]=[CH:10][C:9]([F:12])=[CH:8][CH:7]=1)=[O:15]. Procedure details: prepared by reaction of 3-chloro-3-(4-fluoro-phenyl)-2-oxo-propionic acid methyl ester with thiourea. LC-MS: tR=0.75 min; [M+H]+=253. Starting materials: O=C([O-])[O-], ClCCN1CCCCC1, Cl, [K+], [K+], Oc1ccc(-c2cnc(CSCCOc3ccccc3)o2)cc1, CN(C)C=O. Product: c1ccc(OCCSCc2ncc(-c3ccc(OCCN4CCCCC4)cc3)o2)cc1. As a reaction SMILES: [C:34](=[O:35])([O-:36])[O-:37].[Cl:25][CH2:26][CH2:27][N:28]1[CH2:29][CH2:30][CH2:31][CH2:32][CH2:33]1.[ClH:24].[K+:38].[K+:39].[O:1]([c:2]1[cH:3][cH:4][cH:5][cH:6][cH:7]1)[CH2:8][CH2:9][S:10][CH2:11][c:12]1[o:13][c:14](-[c:17]2[cH:18][cH:19][c:20]([OH:23])[cH:21][cH:22]2)[cH:15][n:16]1.[O:40]=[CH:41][N:42]([CH3:43])[CH3:44]>>[O:1]([c:2]1[cH:3][cH:4][cH:5][cH:6][cH:7]1)[CH2:8][CH2:9][S:10][CH2:11][c:12]1[o:13][c:14](-[c:17]2[cH:18][cH:19][c:20]([O:23][CH2:26][CH2:27][N:28]3[CH2:29][CH2:30][CH2:31][CH2:32][CH2:33]3)[cH:21][cH:22]2)[cH:15][n:16]1. The reactants are C1(CCCCC1)C(C(=O)OC)=C (methyl 2-cyclohexyl-2-propenoate), [H-].C(C(C)C)[Al+]CC(C)C (diisobutylaluminum hydride). Run in C(C)OCC (ethyl ether). Run at time 0.5 hour. Yields the product C1(CCCCC1)C(CO)=C (2-Cyclohexyl-2-propen-1-ol). RXN SMILES: [CH:1]1([C:7](=[CH2:12])[C:8](OC)=[O:9])[CH2:6][CH2:5][CH2:4][CH2:3][CH2:2]1.[H-].C([Al+]CC(C)C)C(C)C>C(OCC)C>[CH:1]1([C:7](=[CH2:12])[CH2:8][OH:9])[CH2:6][CH2:5][CH2:4][CH2:3][CH2:2]1 |f:1.2|. Reported procedure: To a stirred solution of methyl 2-cyclohexyl-2-propenoate (2.0 g., 11.0 mmol) in 200 mi ethyl ether at -60° under argon was added diisobutylaluminum hydride (22 ml 1M solution in toluene). The solution was stirred for 0.5 hour, quenched with 3 ml isopropanol and warmed to room temperature. To this solution was added 25 ml water, and a white suspension formed. The mixture was filtered through celite, and the ether layer was washed twice with water, once with sodium chloride solution, dried over m... Reactants: C(C1=CC=CC=C1)(=O)OCC#CCBr (1-benzoyloxy-4-bromobut-2-yne), C(C1=CC=CC=C1)C1CCNCC1 (4-benzylpiperidine), C(=O)([O-])[O-].[K+].[K+] (K2CO3). Isolated yield 31.7%. The product is C(C1=CC=CC=C1)(=O)OCC#CCN1CCC(CC1)CC1=CC=CC=C1 (1-(4-Benzoyloxybut-2-ynyl)-4-benzylpiperidine). As a reaction SMILES: [C:1]([O:9][CH2:10][C:11]#[C:12][CH2:13]Br)(=[O:8])[C:2]1[CH:7]=[CH:6][CH:5]=[CH:4][CH:3]=1.[CH2:15]([CH:22]1[CH2:27][CH2:26][NH:25][CH2:24][CH2:23]1)[C:16]1[CH:21]=[CH:20][CH:19]=[CH:18][CH:17]=1.C([O-])([O-])=O.[K+].[K+]>CC#N>[C:1]([O:9][CH2:10][C:11]#[C:12][CH2:13][N:25]1[CH2:26][CH2:27][CH:22]([CH2:15][C:16]2[CH:21]=[CH:20][CH:19]=[CH:18][CH:17]=2)[CH2:23][CH2:24]1)(=[O:8])[C:2]1[CH:7]=[CH:6][CH:5]=[CH:4][CH:3]=1 |f:2.3.4|. Procedure: A mixture of 1-benzoyloxy-4-bromobut-2-yne (1.26 g, 5.00 mmol), 4-benzylpiperidine (0.964 g, 5.50 mmol) and K2CO3 (1.52 g, 11.0 mmol) in 50 mL of CH3CN was refluxed under N2 for 24 hr. The inorganic salt was removed through a short column of silica gel and was washed with EtOAc (3×30 mL). The filtrate was evaporated in vacuo to give a residue, which was purified by flash chromatography to give the product as a brown oil (0.55 g, 32%): 1H NMR (CDCl3) d 1.34 (m, 2 H), 1.50 (m, 1 H), 1.63 (m, 2 H),... Solvent: CC#N (CH3CN). Starting materials: Cc1ccc([N+](=O)[O-])cc1C(=O)c1ccc(Br)cc1Cl, Cc1ccc([N+](=O)[O-])cc1C(=O)c1ccc(Nc2ccc(C(F)(F)F)cc2)cc1Cl, Cc1cc(Cl)ccc1N. Product: Cc1cc(Cl)ccc1Nc1ccc(C(=O)c2cc([N+](=O)[O-])ccc2C)c(Cl)c1. Reaction SMILES: [Br:31][c:32]1[cH:33][cH:34][c:35]([C:36]([c:37]2[cH:38][c:39]([N+:40]([O-:41])=[O:42])[cH:43][cH:44][c:45]2[CH3:46])=[O:47])[c:48]([Cl:49])[cH:50]1.[Cl:1][c:2]1[c:3]([C:19](=[O:20])[c:21]2[c:22]([CH3:30])[cH:23][cH:24][c:25]([N+:27](=[O:28])[O-:29])[cH:26]2)[cH:4][cH:5][c:6]([NH:8][c:9]2[cH:10][cH:11][c:12]([C:13]([F:14])([F:15])[F:16])[cH:17][cH:18]2)[cH:7]1.[Cl:51][c:52]1[cH:53][c:54]([CH3:59])[c:55]([NH2:58])[cH:56][cH:57]1>>[Cl:1][c:2]1[c:3]([C:19](=[O:20])[c:21]2[c:22]([CH3:30])[cH:23][cH:24][c:25]([N+:27](=[O:28])[O-:29])[cH:26]2)[cH:4][cH:5][c:6]([NH:8][c:55]2[c:54]([CH3:59])[cH:53][c:52]([Cl:51])[cH:57][cH:56]2)[cH:7]1. Starting materials: C(C)(C)N=C=O (isopropyl isocyanate), ClC1=C2CCC(C2=C(C(=C1)Cl)OC)NC1=NC2=CC=C(C=C2C=C1)N (rac-N2-(4,6-dichloro-7-methoxy-indan-1-yl)-quinoline-2,6-diamine). The product is ClC1=C2CCC(C2=C(C(=C1)Cl)OC)NC1=NC2=CC=C(C=C2C=C1)NC(=O)NC(C)C (rac-1-[2-(4,6-Dichloro-7-methoxy-indan-1-ylamino)-quinolin-6-yl]-3-isopropyl-urea). As a reaction SMILES: [CH:1]([N:4]=[C:5]=[O:6])([CH3:3])[CH3:2].[Cl:7][C:8]1[CH:16]=[C:15]([Cl:17])[C:14]([O:18][CH3:19])=[C:13]2[C:9]=1[CH2:10][CH2:11][CH:12]2[NH:20][C:21]1[CH:30]=[CH:29][C:28]2[C:23](=[CH:24][CH:25]=[C:26]([NH2:31])[CH:27]=2)[N:22]=1>>[Cl:7][C:8]1[CH:16]=[C:15]([Cl:17])[C:14]([O:18][CH3:19])=[C:13]2[C:9]=1[CH2:10][CH2:11][CH:12]2[NH:20][C:21]1[CH:30]=[CH:29][C:28]2[C:23](=[CH:24][CH:25]=[C:26]([NH:31][C:5]([NH:4][CH:1]([CH3:3])[CH3:2])=[O:6])[CH:27]=2)[N:22]=1. Reported procedure: The title compound was prepared in accordance with the general method described in example 3 from isopropyl isocyanate and rac-N2-(4,6-dichloro-7-methoxy-indan-1-yl)-quinoline-2,6-diamine; MS: m/e=460.6 (M+H+). Starting materials: O (water), COC1=C(CN2C(C3=C(C=4C=CC(=CC24)B2OC(C(O2)(C)C)(C)C)N(N=C3)C3CCOCC3)=O)C=CC(=C1)OC (5-(2,4-dimethoxybenzyl)-1-(tetrahydro-2H-pyran-4-yl)-7-(4,4,5,5-tetramethyl-1,3,2-dioxaborolan-2-yl)-1H-pyrazolo[4,3-c]quinolin-4(5H)-one), C([O-])([O-])=O.[Cs+].[Cs+] (cesium carbonate), BrC=1C(=NC=CC1C)OC (3-bromo-2-methoxy-4-methylpyridine), Example 37 ( 2 ). The reagents and catalysts are C=1C=CC(=CC1)[P](C=2C=CC=CC2)(C=3C=CC=CC3)[Pd]([P](C=4C=CC=CC4)(C=5C=CC=CC5)C=6C=CC=CC6)([P](C=7C=CC=CC7)(C=8C=CC=CC8)C=9C=CC=CC9)[P](C=1C=CC=CC1)(C=1C=CC=CC1)C=1C=CC=CC1 (Pd(PPh3)4). The solvent is O1CCOCC1 (1,4-dioxane). Product: COC1=C(CN2C(C3=C(C=4C=CC(=CC24)C=2C(=NC=CC2C)OC)N(N=C3)C3CCOCC3)=O)C=CC(=C1)OC (5-(2,4-dimethoxybenzyl)-7-(2-methoxy-4-methylpyridin-3-yl)-1-(tetrahydro-2H-pyran-4-yl)-1H-pyrazolo[4,3-c]quinolin-4(5H)-one). As a reaction SMILES: [CH3:1][O:2][C:3]1[CH:38]=[C:37]([O:39][CH3:40])[CH:36]=[CH:35][C:4]=1[CH2:5][N:6]1[C:15]2[CH:14]=[C:13](B3OC(C)(C)C(C)(C)O3)[CH:12]=[CH:11][C:10]=2[C:9]2[N:25]([CH:28]3[CH2:33][CH2:32][O:31][CH2:30][CH2:29]3)[N:26]=[CH:27][C:8]=2[C:7]1=[O:34].Br[C:42]1[C:43]([O:49][CH3:50])=[N:44][CH:45]=[CH:46][C:47]=1[CH3:48].C(=O)([O-])[O-].[Cs+].[Cs+].O>O1CCOCC1.C1C=CC([P]([Pd]([P](C2C=CC=CC=2)(C2C=CC=CC=2)C2C=CC=CC=2)([P](C2C=CC=CC=2)(C2C=CC=CC=2)C2C=CC=CC=2)[P](C2C=CC=CC=2)(C2C=CC=CC=2)C2C=CC=CC=2)(C2C=CC=CC=2)C2C=CC=CC=2)=CC=1>[CH3:1][O:2][C:3]1[CH:38]=[C:37]([O:39][CH3:40])[CH:36]=[CH:35][C:4]=1[CH2:5][N:6]1[C:15]2[CH:14]=[C:13]([C:42]3[C:43]([O:49][CH3:50])=[N:44][CH:45]=[CH:46][C:47]=3[CH3:48])[CH:12]=[CH:11][C:10]=2[C:9]2[N:25]([CH:28]3[CH2:29][CH2:30][O:31][CH2:32][CH2:33]3)[N:26]=[CH:27][C:8]=2[C:7]1=[O:34] |f:2.3.4,^1:67,69,88,107|. Reported procedure: 5-(2,4-dimethoxybenzyl)-1-(tetrahydro-2H-pyran-4-yl)-7-(4,4,5,5-tetramethyl-1,3,2-dioxaborolan-2-yl)-1H-pyrazolo[4,3-c]quinolin-4(5H)-one (100 mg) obtained in Preparation Example 1(5) was dissolved in 1,4-dioxane (4 mL). 3-bromo-2-methoxy-4-methylpyridine obtained in Preparation Example 37 (2) (55.6 mg), Pd(PPh3)4 (10.6 mg), cesium carbonate (179 mg) and water (1 mL) were added to the solution, and the mixture was reacted using a microwave reactor at 130° C. for three hours. The reaction mixture...